This data is from the Open Reaction Database (ORD), a public repository of structured organic reaction records. The task is: describe an organic reaction: reactants, conditions, products, and yield The reactants are CC(=O)[O-], CC(=O)OC(C)=O, [Na+], O=c1[nH]c(-c2cccc(O)c2)nc2ccsc12. The product is CC(=O)Oc1cccc(-c2nc3ccsc3c(=O)[nH]2)c1. Reaction SMILES: [CH3:19][C:20]([O-:21])=[O:22].[CH3:23][C:24]([O:25][C:26](=[O:27])[CH3:28])=[O:29].[Na+:18].[OH:1][c:2]1[cH:3][c:4](-[c:8]2[nH:9][c:10](=[O:17])[c:11]3[c:12]([n:13]2)[cH:14][cH:15][s:16]3)[cH:5][cH:6][cH:7]1>>[O:1]([c:2]1[cH:3][c:4](-[c:8]2[nH:9][c:10](=[O:17])[c:11]3[c:12]([n:13]2)[cH:14][cH:15][s:16]3)[cH:5][cH:6][cH:7]1)[C:20]([CH3:19])=[O:21]. Starting materials: CC(C)(C)OC(=O)CSc1nc2cc(I)c(Cl)cc2[nH]1, C#Cc1ccc(CO)cc1, I[Cu]I, CN(C)C=O, Cl[Pd]Cl, c1ccc(P(c2ccccc2)c2ccccc2)cc1, c1ccc(P(c2ccccc2)c2ccccc2)cc1. Product: CC(C)(C)OC(=O)CSc1nc2cc(C#Cc3ccc(CO)cc3)c(Cl)cc2[nH]1. RXN SMILES: [C:1]([CH3:2])([CH3:3])([CH3:4])[O:5][C:6]([CH2:7][S:8][c:9]1[n:10][c:11]2[c:12]([nH:13]1)[cH:14][c:15]([Cl:19])[c:16]([I:18])[cH:17]2)=[O:20].[C:21](#[CH:22])[c:23]1[cH:24][cH:25][c:26]([CH2:29][OH:30])[cH:27][cH:28]1.[Cu:36]([I:37])[I:38].[O:31]=[CH:32][N:33]([CH3:34])[CH3:35].[Pd:39]([Cl:40])[Cl:41].[c:42]1([P:43]([c:44]2[cH:45][cH:46][cH:47][cH:48][cH:49]2)[c:50]2[cH:51][cH:52][cH:53][cH:54][cH:55]2)[cH:56][cH:57][cH:58][cH:59][cH:60]1.[c:61]1([P:62]([c:63]2[cH:64][cH:65][cH:66][cH:67][cH:68]2)[c:69]2[cH:70][cH:71][cH:72][cH:73][cH:74]2)[cH:75][cH:76][cH:77][cH:78][cH:79]1>>[C:1]([CH3:2])([CH3:3])([CH3:4])[O:5][C:6]([CH2:7][S:8][c:9]1[n:10][c:11]2[c:12]([nH:13]1)[cH:14][c:15]([Cl:19])[c:16]([C:22]#[C:21][c:23]1[cH:24][cH:25][c:26]([CH2:29][OH:30])[cH:27][cH:28]1)[cH:17]2)=[O:20]. Reactants: O1CC1CCCCCCCCCC (1,2-epoxydodecane), [O-]C#N.[K+] (potassium cyanate), CN(C)C=O (DMF), epoxide. The reagents and catalysts are [Br-].C(C)[N+](CC)(CC)CC (tetraethylammonium bromide). Solvent: O (water), O (water). The product is C(CCCCCCCCC)C1CNC(O1)=O (5-decyloxazolidin-2-one). Isolated yield 65.2%. As a reaction SMILES: [O:1]1[CH:3]([CH2:4][CH2:5][CH2:6][CH2:7][CH2:8][CH2:9][CH2:10][CH2:11][CH2:12][CH3:13])[CH2:2]1.[O-:14][C:15]#[N:16].[K+].CN(C=O)C>[Br-].C([N+](CC)(CC)CC)C.O>[CH2:4]([CH:3]1[O:1][C:15](=[O:14])[NH:16][CH2:2]1)[CH2:5][CH2:6][CH2:7][CH2:8][CH2:9][CH2:10][CH2:11][CH2:12][CH3:13] |f:1.2,4.5|. Reported procedure: 4.6 g of 1,2-epoxydodecane, 12.2 g of potassium cyanate, 25 ml of DMF, 0.2 g of tetraethylammonium bromide and 1.8 ml of water were stirred and heated at 120°-130° C. for 5 hours. The disappearance of the epoxide was followed by thin layer chromatography (tlc). The cooled reaction mixtre was poured into 200 ml of water and this was extracted with ethyl acetate. The combined organic extracts were washed with water, followed by brine, dried and concentrated to give a solid. Recrystallization from ...